From a dataset of the Open Reaction Database (ORD), a public repository of structured organic reaction records. describe an organic reaction: reactants, conditions, products, and yield Starting materials: CCOC(=O)Cc1ccc(Br)s1, CCO, CC1(C)OB(c2ccc(O)cc2)OC1(C)C, [Na+], [Na+], O=C([O-])[O-], O=C(C=Cc1ccccc1)C=Cc1ccccc1, O=C(C=Cc1ccccc1)C=Cc1ccccc1, O=C(C=Cc1ccccc1)C=Cc1ccccc1, O, [Pd], [Pd], Cc1ccccc1P(c1ccccc1C)c1ccccc1C, Cc1ccccc1. The product is CCOC(=O)Cc1ccc(-c2ccc(O)cc2)s1. As a reaction SMILES: [Br:45][c:46]1[cH:47][cH:48][c:49]([CH2:51][C:52](=[O:53])[O:54][CH2:55][CH3:56])[s:50]1.[CH2:57]([OH:58])[CH3:59].[CH3:29][C:30]1([CH3:31])[C:32]([CH3:33])([CH3:34])[O:35][B:36]([c:37]2[cH:38][cH:39][c:40]([OH:43])[cH:41][cH:42]2)[O:44]1.[Na+:23].[Na+:24].[O-:25][C:26](=[O:27])[O-:28].[O:105]=[C:106]([CH:107]=[CH:108][c:109]1[cH:110][cH:111][cH:112][cH:113][cH:114]1)[CH:115]=[CH:116][c:117]1[cH:118][cH:119][cH:120][cH:121][cH:122]1.[O:69]=[C:70]([CH:71]=[CH:72][c:73]1[cH:74][cH:75][cH:76][cH:77][cH:78]1)[CH:79]=[CH:80][c:81]1[cH:82][cH:83][cH:84][cH:85][cH:86]1.[O:87]=[C:88]([CH:89]=[CH:90][c:91]1[cH:92][cH:93][cH:94][cH:95][cH:96]1)[CH:97]=[CH:98][c:99]1[cH:100][cH:101][cH:102][cH:103][cH:104]1.[OH2:123].[Pd:67].[Pd:68].[c:1]1([CH3:2])[cH:3][cH:4][cH:5][cH:6][c:7]1[P:8]([c:9]1[cH:10][cH:11][cH:12][cH:13][c:14]1[CH3:15])[c:16]1[cH:17][cH:18][cH:19][cH:20][c:21]1[CH3:22].[c:60]1([CH3:61])[cH:62][cH:63][cH:64][cH:65][cH:66]1>>[c:37]1(-[c:46]2[cH:47][cH:48][c:49]([CH2:51][C:52](=[O:53])[O:54][CH2:55][CH3:56])[s:50]2)[cH:38][cH:39][c:40]([OH:43])[cH:41][cH:42]1.